Dataset: the Open Reaction Database (ORD), a public repository of structured organic reaction records. Task: describe an organic reaction: reactants, conditions, products, and yield Reactants: O (water), C(C=C)N(NC(C1=CC(=C(C=C1)Cl)S(N)(=O)=O)=O)C1=CC=CC=C1 (1-allyl-1-phenyl-2-(3-sulfamoyl-4-chlorobenzoyl)-hydrazine), P(O)(O)(O)=O (orthophosphoric acid). Conditions: time 4 hour. Yields the product ClC1=C(C=C(C(=O)NN2C(CC3=CC=CC=C23)C)C=C1)S(N)(=O)=O (1-(4-chloro-3-sulfamoylbenzamido)-2-methylindoline). RXN SMILES: [CH2:1]([N:4]([C:19]1[CH:24]=[CH:23][CH:22]=[CH:21][CH:20]=1)[NH:5][C:6](=O)[C:7]1[CH:12]=[CH:11][C:10]([Cl:13])=[C:9]([S:14](=[O:17])(=[O:16])[NH2:15])[CH:8]=1)[CH:2]=[CH2:3].P(=O)(O)(O)O.[OH2:30]>>[Cl:13][C:10]1[CH:11]=[CH:12][C:7]([C:6]([NH:5][N:4]2[C:1]3[C:21](=[CH:22][CH:23]=[CH:3][CH:2]=3)[CH2:20][CH:19]2[CH3:24])=[O:30])=[CH:8][C:9]=1[S:14](=[O:16])(=[O:17])[NH2:15]. Procedure details: A mixture of 1-allyl-1-phenyl-2-(3-sulfamoyl-4-chlorobenzoyl)-hydrazine (36.6g, 0.1 mole) and orthophosphoric acid, 85% (100 ml) was stirred at 60° for a period of 4 hours. Dilution with water gave crude 1-(4-chloro-3-sulfamoylbenzamido)-2-methylindoline which was purified by recrystallization from isopropanol-n-hexane (60:40). Starting materials: C(=O)C1=CC=C(C(C(=O)OC)=C1)O (Methyl 5-formylsalicylate), C(C=C)Br (allyl bromide), C([O-])([O-])=O.[K+].[K+] (potassium carbonate). Run in CN(C)C=O (DMF). Product: C(=O)C=1C=CC(=C(C(=O)OC)C1)OCC=C (Methyl 5-formyl-2-(1-prop-2-enyloxy)benzoate). The yield is 106.0%. Reaction SMILES: [CH:1]([C:3]1[CH:12]=[C:7]([C:8]([O:10][CH3:11])=[O:9])[C:6]([OH:13])=[CH:5][CH:4]=1)=[O:2].[CH2:14](Br)[CH:15]=[CH2:16].C(=O)([O-])[O-].[K+].[K+]>CN(C=O)C>[CH:1]([C:3]1[CH:4]=[CH:5][C:6]([O:13][CH2:16][CH:15]=[CH2:14])=[C:7]([CH:12]=1)[C:8]([O:10][CH3:11])=[O:9])=[O:2] |f:2.3.4|. Procedure details: Methyl 5-formylsalicylate (3.3 g, 18 mmol), allyl bromide (1.7 mL, 20 mmol), and potassium carbonate (2.8 g, 20 mmol) were stirred at room temperature in DMF (20 mL) overnight. After concentration, the mixture was diluted with EtOAc and extracted with water (5×), then brine. After drying (MgSO4), solvent was removed to give a yellow solid (4.2 g). 1H-NMR(300 MHz, CDCl3): 9.92 (s, 1H), 8.35 (d, 1H, J=2 Hz), 8.00 (dd, 1H, J=9,2 Hz), 7.09 (d, 1H, J=9 Hz), 6.13-6.01 (m, 1H), 5.58-5.34 (m, 2H), 4.75-... Starting materials: N(N)C1=NC(=C2N=CN(C2=N1)[C@@H]1O[C@@H]([C@H]([C@H]1O)O)CO)NC1CCCC1 ((4S,2R,3R,5R)-2-[2-hydrazino-6-(cyclopentylamino)purin-9-yl]-5-(hydroxymethyl)oxolane-3,4-diol), C(=O)C(C(=O)OCC)C=O (ethyl 2,2-diformylacetate), C(C)(C)N(CC)C(C)C (diisopropylethylamine). Run in C(C)O (ethanol). Product: O[C@H]1C(O[C@@H]([C@H]1O)CO)N1C2=NC(=NC(=C2N=C1)NC1CCCC1)N1N=CC(=C1)C(=O)OCC (ethyl 1-{9-[(4S,3R,5R)-3,4-dihydroxy-5-(hydroxymethyl)oxolan-2-yl]-6-(cyclopentylamino)purin-2-yl}pyrazole-4-carboxylate). As a reaction SMILES: [NH:1]([C:3]1[N:11]=[C:10]2[C:6]([N:7]=[CH:8][N:9]2[C@H:12]2[C@H:16]([OH:17])[C@H:15]([OH:18])[C@@H:14]([CH2:19][OH:20])[O:13]2)=[C:5]([NH:21][CH:22]2[CH2:26][CH2:25][CH2:24][CH2:23]2)[N:4]=1)[NH2:2].[CH:27]([CH:29]([CH:35]=O)[C:30]([O:32][CH2:33][CH3:34])=[O:31])=O.C(N(C(C)C)CC)(C)C>C(O)C>[OH:17][C@@H:16]1[C@H:15]([OH:18])[C@@H:14]([CH2:19][OH:20])[O:13][CH:12]1[N:9]1[CH:8]=[N:7][C:6]2[C:10]1=[N:11][C:3]([N:1]1[CH:35]=[C:29]([C:30]([O:32][CH2:33][CH3:34])=[O:31])[CH:27]=[N:2]1)=[N:4][C:5]=2[NH:21][CH:22]1[CH2:23][CH2:24][CH2:25][CH2:26]1. Procedure: (4S,2R,3R,5R)-2-[2-hydrazino-6-(cyclopentylamino)purin-9-yl]-5-(hydroxymethyl)oxolane-3,4-diol (0.2 mmol) and ethyl 2,2-diformylacetate (0.28 mmol) were suspended in 3 mL of ethanol and to the suspension was added 5 mmol of diisopropylethylamine. The mixture was heated at reflux for 3 hours. Upon cooling to room temperature, the precipitate thus formed was collected by filtration, and washed with ethanol and ether to afford ethyl 1-{9-[(4S,3R,5R)-3,4-dihydroxy-5-(hydroxymethyl)oxolan-2-yl]-6-(cy... Reactants: CC1=CC=C(C=N1)N(C(=O)OC(C)(C)C)C(=O)OC(C)(C)C (di-tert-butyl (6-methylpyridin-3-yl)imidodicarbonate), CC1=CC=C(C=N1)N(C(=O)OC(C)(C)C)C(=O)OC(C)(C)C (di-tert-butyl (6-methylpyridin-3-yl)imidodicarbonate), C1CC(=O)N(C1=O)Br (NBS), CC(C)(C#N)N=NC(C)(C)C#N (AIBN). The solvent is C(Cl)(Cl)(Cl)Cl (CCl4). Conditions: temperature 100 celsius, time 8 hour. Yields the product BrCC1=CC=C(C=N1)N(C(=O)OC(C)(C)C)C(=O)OC(C)(C)C (Di-tert-butyl [6-(bromomethyl)pyridin-3-yl]imidodicarbonate). Yield: 26.3%. RXN SMILES: [CH3:1][C:2]1[N:7]=[CH:6][C:5]([N:8]([C:16]([O:18][C:19]([CH3:22])([CH3:21])[CH3:20])=[O:17])[C:9]([O:11][C:12]([CH3:15])([CH3:14])[CH3:13])=[O:10])=[CH:4][CH:3]=1.C1C(=O)N([Br:30])C(=O)C1.CC(N=NC(C#N)(C)C)(C#N)C>C(Cl)(Cl)(Cl)Cl>[Br:30][CH2:1][C:2]1[N:7]=[CH:6][C:5]([N:8]([C:16]([O:18][C:19]([CH3:22])([CH3:21])[CH3:20])=[O:17])[C:9]([O:11][C:12]([CH3:15])([CH3:13])[CH3:14])=[O:10])=[CH:4][CH:3]=1. Reported procedure: A mixture of di-tert-butyl (6-methylpyridin-3-yl)imidodicarbonate (Compound 260D, 15 g, 49 mmol), NBS (8.2 g, 49 mmol) and AIBN (1.0 g) in CCl4 (200 mL) was stirred at 100° C. overnight. TLC showed the reaction was complete. The reaction mixture was concentrated and residue was purified by column chromatography to afford the desired compound (5.0 g, yield: 26%) as a yellow solid. 1H NMR (CDCl3, 400 MHz): δ=1.41 (s, 18 H), 4.53 (s, 2 H), 7.44 (dd, J=2.4, 8.0 Hz, 1 H), 7.67 (d, J=8.4 Hz, 1 H), 8.3... Reactants: C(=O)(OC(C)(C)C)N(C)CC(=O)O (Boc-sarcosine), Cl.COC(CN)=O (glycine methyl ester, hydrochloride), CN1CCOCC1 (N-methylmorpholine), CN1CCOCC1 (N-Methylmorpholine). Run in C(Cl)Cl (CH2Cl2), C(Cl)Cl (CH2Cl2). Conditions: temperature -10 celsius, time 1 hour. Product: COC(CNC(CN(C)C(=O)OC(C)(C)C)=O)=O (N-Boc sarcosylglycine methyl ester). As a reaction SMILES: [C:1]([N:8]([CH2:10][C:11]([OH:13])=O)[CH3:9])([O:3][C:4]([CH3:7])([CH3:6])[CH3:5])=[O:2].CN1CCOCC1.Cl.[CH3:22][O:23][C:24](=[O:27])[CH2:25][NH2:26]>C(Cl)Cl>[CH3:22][O:23][C:24](=[O:27])[CH2:25][NH:26][C:11](=[O:13])[CH2:10][N:8]([C:1]([O:3][C:4]([CH3:5])([CH3:6])[CH3:7])=[O:2])[CH3:9] |f:2.3|. Reported procedure: To a suspension of Boc-sarcosine (9.0 g, 048 mol) in 70 ml of CH2Cl2 at −20° C. was added isobutyl chlorofomate (7.1 g, 0.052 mol) and N-Methylmorpholine (4.8 g, 0.047 mol). After 2 min glycine methyl ester, hydrochloride (7.19g, 0.057 mol) and N-methylmorpholine (5.76g, 0.057 mol) in CH2Cl2 (60 ml) was added. The reaction was stirred at −10° C. for 1 h and allowed to warm to room temperature. After 4h at room temperature, the reaction was filtered and washed with salt. NaHCO3 (100 ml), 1N NaHCO...